Task: describe an organic reaction: reactants, conditions, products, and yield. Dataset: the Open Reaction Database (ORD), a public repository of structured organic reaction records Starting materials: C(=O)(OC)CCC#CCCC(=O)OC (1,6-dicarbomethoxy-3-hexyne), N1=CC=CC2=CC=CC=C12 (quinoline). Reagents/catalysts: [Pd].CC(=O)[O-].CC(=O)[O-].[Pb+2] (Lindlar catalyst). Run in CO (methanol). Product: C(=O)(OC)CC\C=C/CCC(=O)OC (1,6-dicarbomethoxy-cis-3-hexene). Isolated yield 93.1%. As a reaction SMILES: [C:1]([CH2:5][CH2:6][C:7]#[C:8][CH2:9][CH2:10][C:11]([O:13][CH3:14])=[O:12])([O:3][CH3:4])=[O:2].N1C2C(=CC=CC=2)C=CC=1>[Pd].CC([O-])=O.CC([O-])=O.[Pb+2].CO>[C:11]([CH2:10][CH2:9]/[CH:8]=[CH:7]\[CH2:6][CH2:5][C:1]([O:3][CH3:4])=[O:2])([O:13][CH3:14])=[O:12] |f:2.3.4.5|. Procedure: A mixture of 1,6-dicarbomethoxy-3-hexyne [II-1] (5 g), a Lindlar catalyst (5% Pd-CaCO3 -PbO) (50 mg), quinoline (25 mg) and methanol (15 ml) is charged in an atmospheric hydrogenation apparatus and subjected to reduction at room temperature under atmospheric pressure. After completion of the reaction, the catalyst is removed by filtration and the filtrate is concentrated to give 1,6-dicarbomethoxy-cis-3-hexene [II-2] (4.70 g, yield; 93.0%), b.p. 92°-95° C./0.3 mmHg. The reactants are ClC=1C=C(C=C(C1C[C@H]1C(O[C@@H](C1)COC(C1=CC=CC=C1)(C1=CC=CC=C1)C1=CC=CC=C1)=O)Cl)C1=CC=C(C=C1)F ((3R,5S)-3-(3,5-Dichloro-4′-fluoro-biphenyl-4-ylmethyl)-5-trityloxymethyl-dihydro-furan-2-one), C([O-])(O)=O.[Na+] (sodium bicarbonate). Solvent: ClCCl (dichloromethane), CO (methanol), Cl (HCl). Reaction conditions: time 8 hour. Yields the product ClC=1C=C(C=C(C1C[C@H]1C(O[C@@H](C1)CO)=O)Cl)C1=CC=C(C=C1)F ((3R,5S)-3-(3,5-dichloro-4′-fluoro-biphenyl-4-ylmethyl)-5-hydroxymethyl-dihydro-furan-2-one). Yield: 44.0%. Reaction SMILES: [Cl:1][C:2]1[CH:3]=[C:4]([C:37]2[CH:42]=[CH:41][C:40]([F:43])=[CH:39][CH:38]=2)[CH:5]=[C:6]([Cl:36])[C:7]=1[CH2:8][C@@H:9]1[CH2:13][C@@H:12]([CH2:14][O:15]C(C2C=CC=CC=2)(C2C=CC=CC=2)C2C=CC=CC=2)[O:11][C:10]1=[O:35].C(=O)(O)[O-].[Na+]>ClCCl.CO.Cl>[Cl:1][C:2]1[CH:3]=[C:4]([C:37]2[CH:38]=[CH:39][C:40]([F:43])=[CH:41][CH:42]=2)[CH:5]=[C:6]([Cl:36])[C:7]=1[CH2:8][C@@H:9]1[CH2:13][C@@H:12]([CH2:14][OH:15])[O:11][C:10]1=[O:35] |f:1.2|. Procedure: Redissolve (3R,5S)-3-(3,5-Dichloro-4′-fluoro-biphenyl-4-ylmethyl)-5-trityloxymethyl-dihydro-furan-2-one in 30 mL of dichloromethane and 50 mL of methanol containing 0.5 mL of concentrate HCl. Stir the mixture overnight and neutralize with aqueous sodium bicarbonate. Most of the methanol and dichloromethane are removed. Extract the product with ethyl acetate. Wash the organic layers with water and then brine. Evaporate the solvent and chromatograph the product on flash silica gel using 5 to 25% a... Run at time 2 hour. Product: COC=1C=C(C=CC1OC)CCNC(C(=CO)C1=CC=C(C=C1)C)=O (N-[2-(3,4-dimethoxyphenyl)ethyl]-3-hydroxy-2-(4-methylphenyl)acrylamide). The reactants are COC=1C=C(C=CC1OC)CCNC(C(=CN(C)C)C1=CC=C(C=C1)C)=O (N-[2-(3,4-dimethoxyphenyl)ethyl]-3-dimethylamino-2-(4-methylphenyl)acrylamide), Cl (hydrochloric acid), O1CCCC1 (tetrahydrofuran). Run in O (Water). Procedure: One gram (1.0 g) of crude N-[2-(3,4-dimethoxyphenyl)ethyl]-3-dimethylamino-2-(4-methylphenyl)acrylamide (2.7 mmol), 12 ml of 5% hydrochloric acid and 20 ml of tetrahydrofuran were mixed and stirred at room temperature for 2 hours. Water was added to the reaction mixture, which was followed by extracted with ethyl acetate twice, washed with saturated brine twice, dried over anhydrous magnesium sulfate and the solvent was distilled off under reduced pressure. The residue was washed with hexane and... As a reaction SMILES: [CH3:1][O:2][C:3]1[CH:4]=[C:5]([CH2:11][CH2:12][NH:13][C:14](=[O:27])[C:15]([C:20]2[CH:25]=[CH:24][C:23]([CH3:26])=[CH:22][CH:21]=2)=[CH:16]N(C)C)[CH:6]=[CH:7][C:8]=1[O:9][CH3:10].Cl.[O:29]1CCCC1>O>[CH3:1][O:2][C:3]1[CH:4]=[C:5]([CH2:11][CH2:12][NH:13][C:14](=[O:27])[C:15]([C:20]2[CH:25]=[CH:24][C:23]([CH3:26])=[CH:22][CH:21]=2)=[CH:16][OH:29])[CH:6]=[CH:7][C:8]=1[O:9][CH3:10]. The reactants are COC1=CC=C2CCC(C2=C1)=CCN (2-(6-methoxyindan-1-ylidene)ethylamine), C(CCC)(=O)Cl (butyryl chloride). As a reaction SMILES: [CH3:1][O:2][C:3]1[CH:11]=[C:10]2[C:6]([CH2:7][CH2:8][C:9]2=[CH:12][CH2:13][NH2:14])=[CH:5][CH:4]=1.[C:15](Cl)(=[O:19])[CH2:16][CH2:17][CH3:18]>>[CH3:1][O:2][C:3]1[CH:11]=[C:10]2[C:6](=[CH:5][CH:4]=1)[CH2:7][CH:8]=[C:9]2[CH2:12][CH2:13][NH:14][C:15](=[O:19])[CH2:16][CH2:17][CH3:18]. Procedure: Starting with 2-(6-methoxyindan-1-ylidene)ethylamine (hydrochloride) and butyryl chloride, the title compound was synthesized in otherwise the same manner as Example 15 (yield 65%). Yields the product Example 15, COC=1C=C2C(=CCC2=CC1)CCNC(CCC)=O (N-[2-(5-Methoxy-1H-inden-3-yl)ethyl]butyramide). Isolated yield 65.0%. Reactants: C1(=CC=CC=C1)S(=O)(=O)Cl (benzenesulfonyl chloride), NC1=CC=C2CC(C(C2=C1)C=1C(=NC=NC1)SC)(C)C (5-(6-amino-2,2-dimethylindan-1-yl)-4-methylthiopyrimidine), Cl (hydrochloric acid). Solvent: N1=CC=CC=C1 (pyridine). Yields the product CC1(C(C2=CC(=CC=C2C1)NS(=O)(=O)C1=CC=CC=C1)C=1C(=NC=NC1)SC)C (5-(2,2-Dimethyl-6-phenylsulfonylaminoindan-1-yl)-4-methylthiopyrimidine). RXN SMILES: [NH2:1][C:2]1[CH:10]=[C:9]2[C:5]([CH2:6][C:7]([CH3:20])([CH3:19])[CH:8]2[C:11]2[C:12]([S:17][CH3:18])=[N:13][CH:14]=[N:15][CH:16]=2)=[CH:4][CH:3]=1.[C:21]1([S:27](Cl)(=[O:29])=[O:28])[CH:26]=[CH:25][CH:24]=[CH:23][CH:22]=1.Cl>N1C=CC=CC=1>[CH3:19][C:7]1([CH3:20])[CH2:6][C:5]2[C:9](=[CH:10][C:2]([NH:1][S:27]([C:21]3[CH:26]=[CH:25][CH:24]=[CH:23][CH:22]=3)(=[O:29])=[O:28])=[CH:3][CH:4]=2)[CH:8]1[C:11]1[C:12]([S:17][CH3:18])=[N:13][CH:14]=[N:15][CH:16]=1. Procedure details: To a solution of 1.0 g (3.5 mmol) of 5-(6-amino-2,2-dimethylindan-1-yl)-4-methylthiopyrimidine in 20 mL of dry pyridine was added with stirring 0.45 g (3.7 mmol) of benzenesulfonyl chloride. The mixture was allowed to react for 16 hr and was then poured into dilute aqueous hydrochloric acid with stirring. The resulting mixture was extracted with ether and the ethereal extract was dried over magnesium sulfate, filtered, and concentrated by evaporation under reduced pressure. The remaining oil was... Starting materials: FC(C(=O)N[C@@H](C(C)(C)O)C1=CC=C(C=C1)F)(F)F (2,2,2-trifluoro-N-[(R)-1-(4-fluorophenyl)-2-hydroxy-2-methylpropyl]-acetamide), [OH-].[K+] (KOH), O (water). Run in CO (methanol). Conditions: temperature 60 celsius, time 20 hour. Yields the product N[C@@H](C(C)(O)C)C1=CC=C(C=C1)F ((R)-1-amino-1-(4-fluorophenyl)-2-methylpropan-2-ol). Yield: 87.1%. Reaction SMILES: FC(F)(F)C([NH:5][C@H:6]([C:11]1[CH:16]=[CH:15][C:14]([F:17])=[CH:13][CH:12]=1)[C:7]([OH:10])([CH3:9])[CH3:8])=O.[OH-].[K+].O>CO>[NH2:5][C@H:6]([C:11]1[CH:12]=[CH:13][C:14]([F:17])=[CH:15][CH:16]=1)[C:7]([CH3:9])([OH:10])[CH3:8] |f:1.2|. Procedure: 5.6 g 2,2,2-trifluoro-N-[(R)-1-(4-fluorophenyl)-2-hydroxy-2-methylpropyl]-acetamide and 2.27 g KOH are suspended in 60 ml of methanol. The reaction mixture is stirred for 20 hours at 60° C., then mixed with water and the product is extracted with dichloromethane. 3.2 g product are obtained as an oil. Analytical HPLC-MS (method A): RT=0.79 min. The reactants are C[O-].[Na+] (sodium methoxide), CO (methanol), [N+](=O)([O-])C1=C(C#N)C=CC(=C1)C(F)(F)F (2-nitro-4-(trifluoromethyl)benzonitrile), CO (methanol). Run in O (water). Run at time 1 hour. Product: COC1=C(C#N)C=CC(=C1)C(F)(F)F (2-Methoxy-4-(trifluoromethyl)benzonitrile). As a reaction SMILES: [CH3:1][O-:2].[Na+].CO.[N+]([C:9]1[CH:16]=[C:15]([C:17]([F:20])([F:19])[F:18])[CH:14]=[CH:13][C:10]=1[C:11]#[N:12])([O-])=O>O>[CH3:1][O:2][C:9]1[CH:16]=[C:15]([C:17]([F:20])([F:19])[F:18])[CH:14]=[CH:13][C:10]=1[C:11]#[N:12] |f:0.1|. Procedure: Twenty-five percent sodium methoxide in methanol (24.3 g, 11 mol) was added dropwise to a stirred mixture of 19 g (0.091 mol) 2-nitro-4-(trifluoromethyl)benzonitrile and 100 mL of methanol at 20°-30° C. After 1 hour at 25° C., 100 mL of water was added. The solids were collected on a filter and washed with water. The solids were dried to yield 12.5 g of product melting at 59°-61° C. 1H NMR (CDCl3) δ4.00 (s, 3H), 7.2-7.7 (3H). Reactants: CN1C=CC=C1 (1-methylpyrrole), C(C)(C)(C)[Li] (t-butyl lithium), BrC1=CC=C(C=C1)C(F)(F)F (1-bromo-4-trifluoromethylbenzene), Cl (hydrochloric acid). Reagents/catalysts: [Cl-].[Zn+2].[Cl-] (zinc chloride), C=1C=CC(=CC1)[P](C=2C=CC=CC2)(C=3C=CC=CC3)[Pd]([P](C=4C=CC=CC4)(C=5C=CC=CC5)C=6C=CC=CC6)([P](C=7C=CC=CC7)(C=8C=CC=CC8)C=9C=CC=CC9)[P](C=1C=CC=CC1)(C=1C=CC=CC1)C=1C=CC=CC1 (tetrakis(triphenylphosphine)palladium). Solvent: O1CCCC1 (tetrahydrofuran), O1CCCC1 (tetrahydrofuran). Run at time 1 hour. Yields the product CN1C(=CC=C1)C1=CC=C(C=C1)C(F)(F)F (1-methyl-2-(4-trifluoromethylphenyl)pyrrole). Isolated yield 71.0%. As a reaction SMILES: [CH3:1][N:2]1[CH:6]=[CH:5][CH:4]=[CH:3]1.C([Li])(C)(C)C.Br[C:13]1[CH:18]=[CH:17][C:16]([C:19]([F:22])([F:21])[F:20])=[CH:15][CH:14]=1.Cl>O1CCCC1.[Cl-].[Zn+2].[Cl-].C1C=CC([P]([Pd]([P](C2C=CC=CC=2)(C2C=CC=CC=2)C2C=CC=CC=2)([P](C2C=CC=CC=2)(C2C=CC=CC=2)C2C=CC=CC=2)[P](C2C=CC=CC=2)(C2C=CC=CC=2)C2C=CC=CC=2)(C2C=CC=CC=2)C2C=CC=CC=2)=CC=1>[CH3:1][N:2]1[CH:6]=[CH:5][CH:4]=[C:3]1[C:13]1[CH:18]=[CH:17][C:16]([C:19]([F:22])([F:21])[F:20])=[CH:15][CH:14]=1 |f:5.6.7,^1:35,37,56,75|. Procedure: To a solution (50 ml) of 1-methylpyrrole (4.44 ml) in tetrahydrofuran was added dropwise t-butyl lithium (1.7 M solution in pentane, 30.0 ml) under an argon atmosphere at −78° C. This mixed solution was heated to room temperature, and a solution (100 ml) of zinc chloride (75.0 g) in tetrahydrofuran was added. This mixture was stirred for 1 hr., and 1-bromo-4-trifluoromethylbenzene (3.50 ml) and tetrakis(triphenylphosphine)palladium (0.722 g) were added. This mixture was stirred overnight under a...